This data is from the Open Reaction Database (ORD), a public repository of structured organic reaction records. The task is: describe an organic reaction: reactants, conditions, products, and yield Reactants: ClC1=C2N=CNC2=NC(=N1)N (6-Chloro-9H-purin-2-amine), I (hydrogen iodide). Solvent: O (water). Run at time 1.5 hour. Product: IC1=C2N=CNC2=NC(=N1)N (6-Iodo-9H-purin-2-amine). As a reaction SMILES: Cl[C:2]1[N:10]=[C:9]([NH2:11])[N:8]=[C:7]2[C:3]=1[N:4]=[CH:5][NH:6]2.[IH:12]>O>[I:12][C:2]1[N:10]=[C:9]([NH2:11])[N:8]=[C:7]2[C:3]=1[N:4]=[CH:5][NH:6]2. Reported procedure: 6-Chloro-9H-purin-2-amine (5.0 g., 29.5 mmole) was added to 47% hydrogen iodide (61 ml., 12.2 ml./g.) chilled in an ice bath. After 1.5 hours, water (61 ml.) was added and the mixture stirred in an ice- bath for 30 minutes. The yellow solid was filtered out and the filter cake was washed with water. The wet solid was transferred to a beaker and the residue in the funnel was washed into the beaker with water (30 ml.). 6M Sodium hydroxide (7 ml.) was added with stirring until all the solid had dis... The reactants are COC(C1=C(C=CC(=C1)OC)N(C1=CC=CC=C1)CC#N)=O (2-[(cyanomethyl)phenylamino]-5-methoxybenzoic acid methyl ester), C(C)(=O)O (acetic acid), CC(C)([O-])C.[K+] (potassium tert.-butoxide), ice water. Solvent: O1CCCC1 (tetrahydrofuran), O1CCCC1 (tetrahydrofuran). Yields the product OC1=C(N(C2=CC=C(C=C12)OC)C1=CC=CC=C1)C#N (3-Hydroxy-5-methoxy-1-phenyl-1H-indole-2-carbonitrile). Isolated yield 84.7%. As a reaction SMILES: CC(C)([O-])C.[K+].C[O:8][C:9](=O)[C:10]1[CH:15]=[C:14]([O:16][CH3:17])[CH:13]=[CH:12][C:11]=1[N:18]([CH2:25][C:26]#[N:27])[C:19]1[CH:24]=[CH:23][CH:22]=[CH:21][CH:20]=1.C(O)(=O)C>O1CCCC1>[OH:8][C:9]1[C:10]2[C:11](=[CH:12][CH:13]=[C:14]([O:16][CH3:17])[CH:15]=2)[N:18]([C:19]2[CH:24]=[CH:23][CH:22]=[CH:21][CH:20]=2)[C:25]=1[C:26]#[N:27] |f:0.1|. Procedure details: A mixture of 8.4 g (0.075 mole) of potassium tert.-butoxide in 200 ml of tetrahydrofuran (under a nitrogen atmosphere) was stirred and cooled in an ice bath. A solution of 13.7 g (0.046 mole) of 2-[(cyanomethyl)phenylamino]-5-methoxybenzoic acid methyl ester in 150 ml of tetrahydrofuran was added over two hours, the ice bath was removed, and the new mixture was stirred for an additional 42 hours. The total reaction mixture was added to 1.1 kg of ice/water and acidified with 12.0 ml of glacial ac... The reactants are C(C)OC(CC1=C(C(CCC1)=O)O)=O (Ethyl(2-hydroxy-3-oxo-1-cyclohexen-1-yl)acetate), C(C)(=O)[O-].[NH4+] (ammonium acetate), ClC=1C=C(CN)C=CC1Cl (3,4-dichlorobenzylamine), C(C(C)C)=O (isobutyraldehyde). Solvent: C(Cl)(Cl)Cl (chloroform), C(C)(=O)O (acetic acid). Yields the product ClC=1C=C(C=CC1Cl)CN1C(=NC2=C1C(CCC2)CC(=O)OCC)C(C)C (Ethyl [1-[(3,4-dichlorophenyl)methyl]-2-(1-methylethyl)-4,5,6,7-tetrahydro-1H-benzimidazol-7-yl]acetate). RXN SMILES: [CH2:1]([O:3][C:4](=[O:14])[CH2:5][C:6]1[CH2:11][CH2:10][CH2:9][C:8](=O)[C:7]=1O)[CH3:2].C([O-])(=O)C.[NH4+:19].[Cl:20][C:21]1[CH:22]=[C:23]([CH:26]=[CH:27][C:28]=1[Cl:29])[CH2:24][NH2:25].[CH:30](=O)[CH:31]([CH3:33])[CH3:32]>C(Cl)(Cl)Cl.C(O)(=O)C>[Cl:20][C:21]1[CH:22]=[C:23]([CH2:24][N:25]2[C:7]3[CH:6]([CH2:5][C:4]([O:3][CH2:1][CH3:2])=[O:14])[CH2:11][CH2:10][CH2:9][C:8]=3[N:19]=[C:30]2[CH:31]([CH3:33])[CH3:32])[CH:26]=[CH:27][C:28]=1[Cl:29] |f:1.2|. Procedure details: A solution of Intermediate 45 (600 mg), ammonium acetate (233 mg), 3,4-dichlorobenzylamine (0.484 mL), acetic acid (0.866 mL) and isobutyraldehyde (0.276 mL) in chloroform (6 mL) was heated to 65° C. The reaction was heated for 21 hr, after which time the reaction mixture was partitioned between ethyl acetate (100 mL) and 1 M NaOH aqueous soln. (100 mL). The organic layer was separated and the aqueous layer extracted with further DCM (1×100 mL). The combined organic layers were filtered through ...